Dataset: the Open Reaction Database (ORD), a public repository of structured organic reaction records. Task: describe an organic reaction: reactants, conditions, products, and yield Starting materials: O=C1OC(=O)c2cc(Cl)ccc21, CC1(C)Oc2ccc(C#N)cc2C(N)C1O. Product: CC1(C)Oc2ccc(C#N)cc2C(N2C(=O)c3ccc(Cl)cc3C2=O)C1O. As a reaction SMILES: [Cl:17][c:18]1[cH:19][c:20]2[c:24]([cH:25][cH:26]1)[C:23](=[O:27])[O:22][C:21]2=[O:28].[NH2:1][CH:2]1[CH:3]([OH:16])[C:4]([CH3:14])([CH3:15])[O:5][c:6]2[cH:7][cH:8][c:9]([C:12]#[N:13])[cH:10][c:11]21>>[N:1]1([CH:2]2[CH:3]([OH:16])[C:4]([CH3:14])([CH3:15])[O:5][c:6]3[cH:7][cH:8][c:9]([C:12]#[N:13])[cH:10][c:11]32)[C:21](=[O:28])[c:20]2[cH:19][c:18]([Cl:17])[cH:26][cH:25][c:24]2[C:23]1=[O:22]. The solvent is O (water). Starting materials: Cl.NC=1C=CC(=C2CCN(CC12)C)C1=CC=C(C=C1)Cl (8-Amino-5-(4-chlorophenyl)-N-methyl-1,2,3,4-tetrahydroiso-quinoline hydrochloric acid salt), O=CC(Cl)(Cl)Cl (chloral), S(=O)(=O)([O-])[O-].[Na+].[Na+] (sodium sulphate), Cl.NO (hydroxylamine hydrochloride). Run at temperature 100 celsius. RXN SMILES: Cl.[NH2:2][C:3]1[CH:4]=[CH:5][C:6]([C:14]2[CH:19]=[CH:18][C:17]([Cl:20])=[CH:16][CH:15]=2)=[C:7]2[C:12]=1[CH2:11][N:10]([CH3:13])[CH2:9][CH2:8]2.[O:21]=[CH:22][C:23](Cl)(Cl)Cl.S([O-])([O-])(=O)=[O:28].[Na+].[Na+].Cl.NO>O>[Cl:20][C:17]1[CH:16]=[CH:15][C:14]([C:6]2[C:7]3[CH2:8][CH2:9][N:10]([CH3:13])[CH2:11][C:12]=3[C:3]3[NH:2][C:22](=[O:21])[C:23](=[O:28])[C:4]=3[CH:5]=2)=[CH:19][CH:18]=1 |f:0.1,3.4.5,6.7|. The product is ClC1=CC=C(C=C1)C=1C=2CCN(CC2C2=C(C1)C(C(N2)=O)=O)C (5-(4-Chlorophenyl)-8-methyl-6,7,8,9-tetrahydro-1-H-pyrrolo[3.2-h]isoquinoline-2,3-dione). Procedure details: A mixture of 8-Amino-5-(4-chlorophenyl)-N-methyl-1,2,3,4-tetrahydroiso-quinoline hydrochloric acid salt (3.1 g, 10 mmol), chloral (1.5 ml, 15 mmol), sodium sulphate (14 g, 98.6 mmol), hydroxylamine hydrochloride (2.4 g, 15 mmol) and water (70 ml) was heated at reflux for 0.5 h. The mixture was allowed to reach room-temperature. The crystals were filtered and washed with water, followed by recrystallisation from ethanol (96%). The crystalline intermediate (2.0 g) was combined with methanesulphoni... Solvent: O1CCOCC1 (dioxane). Procedure: A solution of 0.1 mmol of the resultant compound of Example 31 E was treated with 10 ml of 4N HCl in dioxane, stirred at 0° C. for 1 h, concentrated in vacuo, partitioned between chloroform and aqueous NaHCO3, dried over Na2SO4, and concentrated to provide the crude desired compound. The product is N[C@@H](C(C)C)C(=O)N[C@H](C[C@@H]([C@H](CC1=CC=CC=C1)NC(=O)OCC1=CN=CS1)O)CC1=CC=CC=C1 ((2S,3S,5S)-5-(N-(Valinyl)amino)-2-(N-((5-thiazolyl)methoxycarbonyl)amino)-1,6-diphenyl-3-hydroxyhexane). Run at temperature 0 celsius, time 1 hour. Starting materials: C(C)(C)(C)OC(=O)N[C@@H](C(C)C)C(=O)N[C@H](C[C@@H]([C@H](CC1=CC=CC=C1)NC(=O)OCC1=CN=CS1)O)CC1=CC=CC=C1 ((2S,3S,5S)-5-(N-(N-(tert-Butyloxycarbonyl)valinyl)amino)-2-(N-((5-thiazolyl)methoxycarbonyl)amino)-1,6-diphenyl-3-hydroxyhexane), Cl (HCl). RXN SMILES: C(OC([NH:8][C@H:9]([C:13]([NH:15][C@@H:16]([CH2:38][C:39]1[CH:44]=[CH:43][CH:42]=[CH:41][CH:40]=1)[CH2:17][C@H:18]([OH:37])[C@@H:19]([NH:27][C:28]([O:30][CH2:31][C:32]1[S:36][CH:35]=[N:34][CH:33]=1)=[O:29])[CH2:20][C:21]1[CH:26]=[CH:25][CH:24]=[CH:23][CH:22]=1)=[O:14])[CH:10]([CH3:12])[CH3:11])=O)(C)(C)C.Cl>O1CCOCC1>[NH2:8][C@H:9]([C:13]([NH:15][C@@H:16]([CH2:38][C:39]1[CH:40]=[CH:41][CH:42]=[CH:43][CH:44]=1)[CH2:17][C@H:18]([OH:37])[C@@H:19]([NH:27][C:28]([O:30][CH2:31][C:32]1[S:36][CH:35]=[N:34][CH:33]=1)=[O:29])[CH2:20][C:21]1[CH:26]=[CH:25][CH:24]=[CH:23][CH:22]=1)=[O:14])[CH:10]([CH3:12])[CH3:11]. Reactants: O=C([O-])O, ClCCl, COC(=O)c1ccc(Br)cc1NC(=O)c1cc(C2CCN(C(=O)OC(C)(C)C)CC2)ccc1OCc1ccccc1, [Na+], O=C(O)C(F)(F)F. Yields the product COC(=O)c1ccc(Br)cc1NC(=O)c1cc(C2CCNCC2)ccc1OCc1ccccc1. RXN SMILES: [C:49](=[O:50])([OH:51])[O-:52].[CH2:54]([Cl:55])[Cl:56].[CH2:8]([c:9]1[cH:10][cH:11][cH:12][cH:13][cH:14]1)[O:15][c:16]1[c:17]([C:18](=[O:19])[NH:20][c:21]2[c:22]([C:23](=[O:24])[O:25][CH3:26])[cH:27][cH:28][c:29]([Br:31])[cH:30]2)[cH:32][c:33]([CH:36]2[CH2:37][CH2:38][N:39]([C:42]([O:43][C:44]([CH3:45])([CH3:46])[CH3:47])=[O:48])[CH2:40][CH2:41]2)[cH:34][cH:35]1.[Na+:53].[OH:1][C:2]([C:3]([F:4])([F:5])[F:6])=[O:7]>>[CH2:8]([c:9]1[cH:10][cH:11][cH:12][cH:13][cH:14]1)[O:15][c:16]1[c:17]([C:18](=[O:19])[NH:20][c:21]2[c:22]([C:23](=[O:24])[O:25][CH3:26])[cH:27][cH:28][c:29]([Br:31])[cH:30]2)[cH:32][c:33]([CH:36]2[CH2:37][CH2:38][NH:39][CH2:40][CH2:41]2)[cH:34][cH:35]1. The reactants are FC1=C(CN(C2=C(C(=CC=C2)NS(=O)(=O)C)C)CC2=CC=C(OC=3C=C(OCCCC(=O)O)C=CC3)C=C2)C=CC(=C1)F (4-(3-{4-[((2,4-difluorobenzyl){2-methyl-3-[(methylsulfonyl)amino]phenyl}amino)methyl]phenoxy}phenoxy)butanoic acid), Cl.C(C)OC(CNC)=O (sarcosine ethyl ester hydrochloride). The product is FC1=C(CN(C2=C(C(=CC=C2)NS(=O)(=O)C)C)CC2=CC=C(OC=3C=C(OCCCC(=O)N(CC(=O)O)C)C=CC3)C=C2)C=CC(=C1)F (N-(4-(3-(4-(((2,4-difluorobenzyl)(2-methyl-3-((methylsulfonyl)amino)phenyl)amino)methyl)phenoxy)phenoxy)butanoyl)-N-methylglycine). Reaction SMILES: [F:1][C:2]1[CH:42]=[C:41]([F:43])[CH:40]=[CH:39][C:3]=1[CH2:4][N:5]([CH2:18][C:19]1[CH:38]=[CH:37][C:22]([O:23][C:24]2[CH:25]=[C:26]([CH:34]=[CH:35][CH:36]=2)[O:27][CH2:28][CH2:29][CH2:30][C:31](O)=[O:32])=[CH:21][CH:20]=1)[C:6]1[CH:11]=[CH:10][CH:9]=[C:8]([NH:12][S:13]([CH3:16])(=[O:15])=[O:14])[C:7]=1[CH3:17].Cl.C([O:47][C:48](=[O:52])[CH2:49][NH:50][CH3:51])C>>[F:1][C:2]1[CH:42]=[C:41]([F:43])[CH:40]=[CH:39][C:3]=1[CH2:4][N:5]([CH2:18][C:19]1[CH:38]=[CH:37][C:22]([O:23][C:24]2[CH:25]=[C:26]([CH:34]=[CH:35][CH:36]=2)[O:27][CH2:28][CH2:29][CH2:30][C:31]([N:50]([CH3:51])[CH2:49][C:48]([OH:47])=[O:52])=[O:32])=[CH:21][CH:20]=1)[C:6]1[CH:11]=[CH:10][CH:9]=[C:8]([NH:12][S:13]([CH3:16])(=[O:15])=[O:14])[C:7]=1[CH3:17] |f:1.2|. Procedure details: The product from Example 120D and sarcosine ethyl ester hydrochloride was processed as described in Example 104B to provide the title compound. 1H NMR (300 MHz, DMSO-d6) δ8.96 (s, 1 H), 6.85-7.34 (m, 11 H), 6.69 (m, 1 H), 6.49 (m, 2 H), 4.08 (s, 2 H), 4.05 (s, 2 H), 3.94 (m, 4 H), 2.98 (s, 3 H), 2.89 (s, 3 H), 2.80 (s, 1 H), 2.50 (m, 2 H), 2.33 (s, 3 H), 1.90 (m, 2 H); MS (ESI) m/z 682 (M+H+). Reactants: BrC1=C(N(N=C1)C)C=1C=C(C=CC1O)NC(=O)NC1=CC=C(C=C1)Cl (1-[3-(4-bromo-2-methyl-2H-pyrazol-3-yl)-4-hydroxy-phenyl]-3-(4-chloro-phenyl)-urea), OCCC1=CC=NC=C1 (4-(2-hydroxyethyl)-pyridine), C1(=CC=CC=C1)P(C1=CC=CC=C1)C1=CC=CC=C1 (triphenylphosphine), diisopropylazo-dicarboxylate, C1(=CC=CC=C1)P(C1=CC=CC=C1)C1=CC=CC=C1 (triphenylphosphine), OCCC1=CC=NC=C1 (4-(2-hydroxyethyl)-pyridine), CC(C)OC(=O)/N=N/C(=O)OC(C)C (diisopropylazodicarboxylate). Run in C1CCOC1 (THF). Reaction conditions: time 2 hour. The product is BrC1=C(N(N=C1)C)C=1C=C(C=CC1OCCC1=CC=NC=C1)NC(=O)NC1=CC=C(C=C1)Cl (1-[3-(4-Bromo-2-methyl-2H-pyrazol-3-yl)-4-(2-pyridin-4-yl-ethoxy)-phenyl]-3-(4-chloro-phenyl)-urea). The yield is 44.0%. RXN SMILES: [Br:1][C:2]1[CH:6]=[N:5][N:4]([CH3:7])[C:3]=1[C:8]1[CH:9]=[C:10]([NH:15][C:16]([NH:18][C:19]2[CH:24]=[CH:23][C:22]([Cl:25])=[CH:21][CH:20]=2)=[O:17])[CH:11]=[CH:12][C:13]=1[OH:14].O[CH2:27][CH2:28][C:29]1[CH:34]=[CH:33][N:32]=[CH:31][CH:30]=1.C1(P(C2C=CC=CC=2)C2C=CC=CC=2)C=CC=CC=1.CC(OC(/N=N/C(OC(C)C)=O)=O)C>C1COCC1>[Br:1][C:2]1[CH:6]=[N:5][N:4]([CH3:7])[C:3]=1[C:8]1[CH:9]=[C:10]([NH:15][C:16]([NH:18][C:19]2[CH:20]=[CH:21][C:22]([Cl:25])=[CH:23][CH:24]=2)=[O:17])[CH:11]=[CH:12][C:13]=1[O:14][CH2:27][CH2:28][C:29]1[CH:34]=[CH:33][N:32]=[CH:31][CH:30]=1. Procedure: To a solution of 1-[3-(4-bromo-2-methyl-2H-pyrazol-3-yl)-4-hydroxy-phenyl]-3-(4-chloro-phenyl)-urea (0.1 g, 0.24 mmol), 4-(2-hydroxyethyl)-pyridine (0.0443 g, 0.36 mmol), and triphenylphosphine (0.0944 g, 0.36 mmol) in 10 mL of dry THF was added diisopropylazo-dicarboxylate (0.0728 g, 0.36 mmol) at ambient temperature. The mixture was stirred for 2 hours. Next, additional triphenylphosphine (0.0944 g, 0.36 mmol), 4-(2-hydroxyethyl)-pyridine (0.0443 g, 0.36 mmol), and diisopropylazodicarboxylate ... Starting materials: C(C)(=O)N1CCC(CC1)C(=O)N1C[C@H]([C@@H](CC1)N(C(C1=CC=C(C=C1)OC)=O)C)C1=CC=C(C=C1)Br (N-[(3R*,4R*)-1-[(1-acetylpiperidin-4-yl)carbonyl]-3-(4-bromophenyl)piperidin-4-yl]-4-methoxy-N-methylbenzamide), C1(CC1)B(O)O (cyclopropylboronic acid). Product: C(C)(=O)N1CCC(CC1)C(=O)N1C[C@H]([C@@H](CC1)N(C(C1=CC=C(C=C1)OC)=O)C)C1=CC=C(C=C1)C1CC1 (N-[(3R*,4R*)-1-[(1-acetylpiperidin-4-yl)carbonyl]-3-(4-cyclopropylphenyl)piperidin-4-yl]-4-methoxy-N-methylbenzamide). As a reaction SMILES: [C:1]([N:4]1[CH2:9][CH2:8][CH:7]([C:10]([N:12]2[CH2:17][CH2:16][C@@H:15]([N:18]([CH3:29])[C:19](=[O:28])[C:20]3[CH:25]=[CH:24][C:23]([O:26][CH3:27])=[CH:22][CH:21]=3)[C@H:14]([C:30]3[CH:35]=[CH:34][C:33](Br)=[CH:32][CH:31]=3)[CH2:13]2)=[O:11])[CH2:6][CH2:5]1)(=[O:3])[CH3:2].[CH:37]1(B(O)O)[CH2:39][CH2:38]1>>[C:1]([N:4]1[CH2:9][CH2:8][CH:7]([C:10]([N:12]2[CH2:17][CH2:16][C@@H:15]([N:18]([CH3:29])[C:19](=[O:28])[C:20]3[CH:25]=[CH:24][C:23]([O:26][CH3:27])=[CH:22][CH:21]=3)[C@H:14]([C:30]3[CH:35]=[CH:34][C:33]([CH:37]4[CH2:39][CH2:38]4)=[CH:32][CH:31]=3)[CH2:13]2)=[O:11])[CH2:6][CH2:5]1)(=[O:3])[CH3:2]. Procedure: Using the compound obtained in Example 239 and cyclopropylboronic acid (0.066 g), and by the reaction and purification in the same manner as in Example 242, the title compound was obtained.